Dataset: the Open Reaction Database (ORD), a public repository of structured organic reaction records. Task: describe an organic reaction: reactants, conditions, products, and yield Reactants: O1CCC(C2=C1C=CC=C2)CCO (2-(3,4-dihydro-2H-1-benzopyran-4-yl)ethanol), C[N+]1(CCOCC1)[O-] (N-methylmorpholine-N-oxide). Reagents/catalysts: [Ru](=O)(=O)(=O)[O-].C(CC)[N+](CCC)(CCC)CCC (tetrapropylammonium perruthenate). Solvent: C(C)(=O)OCC (ethyl acetate), C(Cl)Cl (methylene chloride). Run at time 15 minute. Yields the product O1CCC(C2=C1C=CC=C2)CC=O (2-(3,4-dihydro-2H-1-benzopyran-4-yl)ethanal). The yield is 65.3%. Reaction SMILES: [O:1]1[C:6]2[CH:7]=[CH:8][CH:9]=[CH:10][C:5]=2[CH:4]([CH2:11][CH2:12][OH:13])[CH2:3][CH2:2]1.C[N+]1([O-])CCOCC1>C(Cl)Cl.C(OCC)(=O)C.[Ru]([O-])(=O)(=O)=O.C([N+](CCC)(CCC)CCC)CC>[O:1]1[C:6]2[CH:7]=[CH:8][CH:9]=[CH:10][C:5]=2[CH:4]([CH2:11][CH:12]=[O:13])[CH2:3][CH2:2]1 |f:4.5|. Procedure: To a stirred solution of 2-(3,4-dihydro-2H-1-benzopyran-4-yl)ethanol (1.45g, 8 mmol), N-methylmorpholine-N-oxide (1.41 g, 12 mmol) and 4 A molecular sieves (4.0 g) in methylene chloride (20 ml), tetrapropylammonium perruthenate (0.140 g, 0.4 mmol) was added. The reaction mixture was stirred at room temperature for 15 min., diluted with an equal volume of ethyl acetate (20 ml) and flash filtered through silica gel (eluant: methylene chloride/ethyl acetate 1:1). Concentration of the filtrate in va... The reactants are CCOCC (ether), O1CCOC12CCC(CC2)=O (1,4-dioxa-spiro[4.5]-decan-8-one), C(Cl)Cl.C[NH2+]C (dimethylammonium methylene chloride), C(C)(=O)Cl (acetyl chloride). Run in C(C)#N (acetonitrile). Conditions: time 3 hour. Yields the product Cl.CN(C)CC1CC2(OCCO2)CCC1=O (7-dimethylaminomethyl-1,4-dioxa-spiro[4.5]decan-8-one hydrochloride). The yield is 98.0%. As a reaction SMILES: [O:1]1[C:5]2([CH2:10][CH2:9][C:8](=[O:11])[CH2:7][CH2:6]2)[O:4][CH2:3][CH2:2]1.C(Cl)[Cl:13].[CH3:15][NH2+:16][CH3:17].[C:18](Cl)(=O)C.CCOCC>C(#N)C>[ClH:13].[CH3:15][N:16]([CH2:18][CH:9]1[C:8](=[O:11])[CH2:7][CH2:6][C:5]2([O:4][CH2:3][CH2:2][O:1]2)[CH2:10]1)[CH3:17] |f:1.2,6.7|. Procedure details: 130 g (0.83 mole) 1,4-dioxa-spiro[4.5]-decan-8-one and 79.5 g (0.83 mole) dimethylammonium methylene chloride were stirred in 500 ml acetonitrile at room temperature. After adding 1 ml acetyl chloride, the mixture was stirred for 3 hours at room temperature, whereupon a clear, colourless solution was formed. 1 litre ether was then added drop-wise to the reaction mixture. 203 g (98% theoretical) 7-dimethylaminomethyl-1,4-dioxa-spiro[4.5]decan-8-one hydrochloride (64) were obtained in crystalline ... The reactants are CSc1cc(C)nc(SC)c1NC(=O)CO, CN(C)C=O, CCOC(C)=O, Cl, [O-][I+2]([O-])O, CC(C)OC(=O)N=NC(=O)OC(C)C, O, c1ccc(P(c2ccccc2)c2ccccc2)cc1, c1ccc2[nH]c(SCCN3CCNCC3)nc2c1. Product: CSc1cc(C)nc(SC)c1NC(=O)CN1CCN(CCSc2nc3ccccc3[nH]2)CC1. Reaction SMILES: [CH3:15][S:16][c:17]1[n:18][c:19]([CH3:30])[cH:20][c:21]([S:28][CH3:29])[c:22]1[NH:23][C:24]([CH2:25][OH:26])=[O:27].[CH3:73][N:74]([CH3:75])[CH:76]=[O:77].[CH3:78][CH2:79][O:80][C:81](=[O:82])[CH3:83].[ClH:72].[I+2:31]([OH:32])([O-:33])[O-:34].[O:1]=[C:2]([O:3][CH:4]([CH3:5])[CH3:6])[N:7]=[N:8][C:9]([O:10][CH:11]([CH3:12])[CH3:13])=[O:14].[OH2:84].[c:53]1([P:54]([c:55]2[cH:56][cH:57][cH:58][cH:59][cH:60]2)[c:61]2[cH:62][cH:63][cH:64][cH:65][cH:66]2)[cH:67][cH:68][cH:69][cH:70][cH:71]1.[n:35]1[c:36]([S:44][CH2:45][CH2:46][N:47]2[CH2:48][CH2:49][NH:50][CH2:51][CH2:52]2)[nH:37][c:38]2[c:39]1[cH:40][cH:41][cH:42][cH:43]2>>[CH3:15][S:16][c:17]1[n:18][c:19]([CH3:30])[cH:20][c:21]([S:28][CH3:29])[c:22]1[NH:23][C:24]([CH2:25][N:50]1[CH2:49][CH2:48][N:47]([CH2:46][CH2:45][S:44][c:36]2[n:35][c:39]3[c:38]([nH:37]2)[cH:43][cH:42][cH:41][cH:40]3)[CH2:52][CH2:51]1)=[O:27]. Procedure: The title compound was prepared from commercially available 3-amino-2-methylacrolein and cyclohexanone according to the method of Breitmaier and Bayer (Tet. Letts, 1970, 38, 3291-4) and isolated as a pale yellow oil b.p. 120°/15 mm. (30% yield). Yield: 30.0%. Reactants: NC=C(C=O)C (3-amino-2-methylacrolein), C1(CCCCC1)=O (cyclohexanone). Yields the product CC=1C=NC=2CCCCC2C1 (3-Methyl-5,6,7,8-tetrahydroquinoline), oil. RXN SMILES: [NH2:1][CH:2]=[C:3]([CH3:6])[CH:4]=O.[C:7]1(=O)[CH2:12][CH2:11][CH2:10][CH2:9][CH2:8]1>>[CH3:6][C:3]1[CH:2]=[N:1][C:7]2[CH2:12][CH2:11][CH2:10][CH2:9][C:8]=2[CH:4]=1. Starting materials: CN1N=CC2=C1N=CNC2=O (1-methyl-1,5-dihydro-4H-pyrazolo[3,4-d]- pyrimidin-4-one), P(=O)(Cl)(Cl)Cl (phosphorus oxychloride). Reaction conditions: time 12 hour. Product: CN1N=CC=2C1=NC=NC2Cl (1-Methyl-4-chloropyrazolo[3,4-d]pyrimidine). Yield: 60.5%. RXN SMILES: [CH3:1][N:2]1[C:6]2[N:7]=[CH:8][NH:9][C:10](=O)[C:5]=2[CH:4]=[N:3]1.P(Cl)(Cl)([Cl:14])=O>>[CH3:1][N:2]1[C:6]2=[N:7][CH:8]=[N:9][C:10]([Cl:14])=[C:5]2[CH:4]=[N:3]1. Reported procedure: 80 g. of 1-methyl-1,5-dihydro-4H-pyrazolo[3,4-d]- pyrimidin-4-one are added to 300 ml. of phosphorus oxychloride and the mixture is refluxed. After distilling off the excess phosphorus oxychloride, the semi-solid residue is extracted with 3 × 100 ml. of boiling benzene. The benzene extracts are combined and concentrated to half-volume, then added to petroleum ether. After standing 12 hours in the refrigerator, the precipitated 1-methyl-4-chloropyrazolo[3,4-d]- pyrimidine is filtered under suctio...